Dataset: the Open Reaction Database (ORD), a public repository of structured organic reaction records. Task: describe an organic reaction: reactants, conditions, products, and yield The reactants are complex, CO (methanol), C1CCOC1 (THF), NC1=CC=NC=C1 (4-aminopyridine), C(C1=CC=CC=C1)OC[C@H]1CO1 ((R)-benzylglycidyl ether), [C]=O (carbon monoxide). Product: COC(C[C@H](COCC1=CC=CC=C1)O)=O ((R)-4-benzyloxy-3-hydroxybutanoic acid methyl ester). Isolated yield 89.0%. Reaction SMILES: C[OH:2].NC1C=CN=CC=1.[CH2:10]([O:17][CH2:18][C@@H:19]1[O:21][CH2:20]1)[C:11]1[CH:16]=[CH:15][CH:14]=[CH:13][CH:12]=1.[C]=O.C1[CH2:28][O:27][CH2:26]C1>>[CH3:26][O:27][C:28](=[O:2])[CH2:20][C@@H:19]([OH:21])[CH2:18][O:17][CH2:10][C:11]1[CH:12]=[CH:13][CH:14]=[CH:15][CH:16]=1 |^3:21|. Procedure details: In a 50 mL-volumetric autoclave were added deaerated methanol (15 mL) and THF (10 mL), and thereto were added 4-aminopyridine (47 mg, 0.5 mmol) and (R)-benzylglycidyl ether (3.3 g, 20 mmol, >99% ee). Then to the mixture was added crystalline dicobaltoctacarbonyl complex (171 mg, 0.5 mmol). After covering the autoclave with a cap, carbon monoxide (1 MPa) was introduced therein and the mixture was reacted at 35° C. for 24 hours. After cooling to room temperature, the solvent was removed in vacuo. ... Isolated yield 51.8%. Solvent: O (water), CO (methanol). The product is C(C)(C)(C)OC(=O)C1N(C(CC1)C1=CC=CC=C1)C(CNC(NC1=CC=C(C(C(=O)O)=C1)O)=O)=O ((2RS,5SR)-5-{3-[2-(2-tert-butoxycarbonyl-5-phenyl-1-pyrrolidinyl)-2-oxoethyl]ureido}salicylic acid). Starting materials: C(C)(C)(C)OC(=O)C1N(C(CC1)C1=CC=CC=C1)C(CNC(NC1=CC=C(C(C(=O)OCC)=C1)O)=O)=O (ethyl (2RS,5SR)-5-{3-[2-(2-tert-butoxycarbonyl-5-phenyl-1-pyrrolidinyl)-2-oxoethyl]ureido}salicylate), [OH-].[K+] (potassium hydroxide). Procedure details: By proceeding in a fashion similar to that described in Example 9, but starting from 4.7 g of ethyl (2RS,5SR)-5-{3-[2-(2-tert-butoxycarbonyl-5-phenyl-1-pyrrolidinyl)-2-oxoethyl]ureido}salicylate in solution in 80 cm3 of methanol and 1.04 g of potassium hydroxide dissolved in 40 cm3 of water and after treatment, 2.3 g of (2RS,5SR)-5-{3-[2-(2-tert-butoxycarbonyl-5-phenyl-1-pyrrolidinyl)-2-oxoethyl]ureido}salicylic acid, melting at 190° C., are obtained. Reaction SMILES: [C:1]([O:5][C:6]([CH:8]1[CH2:12][CH2:11][CH:10]([C:13]2[CH:18]=[CH:17][CH:16]=[CH:15][CH:14]=2)[N:9]1[C:19](=[O:37])[CH2:20][NH:21][C:22](=[O:36])[NH:23][C:24]1[CH:34]=[C:28]([C:29]([O:31]CC)=[O:30])[C:27]([OH:35])=[CH:26][CH:25]=1)=[O:7])([CH3:4])([CH3:3])[CH3:2].[OH-].[K+]>CO.O>[C:1]([O:5][C:6]([CH:8]1[CH2:12][CH2:11][CH:10]([C:13]2[CH:14]=[CH:15][CH:16]=[CH:17][CH:18]=2)[N:9]1[C:19](=[O:37])[CH2:20][NH:21][C:22](=[O:36])[NH:23][C:24]1[CH:34]=[C:28]([C:29]([OH:31])=[O:30])[C:27]([OH:35])=[CH:26][CH:25]=1)=[O:7])([CH3:4])([CH3:2])[CH3:3] |f:1.2|. The reactants are ClCCl, [I-], [K+], O=N[O-], CCOC(=O)C1=CC(CF)(CF)Oc2ccc(N)cc21, [Na+], O, O=S(=O)(O)O. Product: CCOC(=O)C1=CC(CF)(CF)Oc2ccc(I)cc21. RXN SMILES: [CH2:33]([Cl:34])[Cl:35].[I-:31].[K+:30].[N:1]([O-:2])=[O:3].[NH2:5][c:6]1[cH:7][cH:8][c:9]2[c:10]([cH:24]1)[C:11]([C:19](=[O:20])[O:21][CH2:22][CH3:23])=[CH:12][C:13]([CH2:15][F:16])([CH2:17][F:18])[O:14]2.[Na+:4].[OH2:32].[S:25](=[O:26])(=[O:27])([OH:28])[OH:29]>>[c:6]1([I:31])[cH:7][cH:8][c:9]2[c:10]([cH:24]1)[C:11]([C:19](=[O:20])[O:21][CH2:22][CH3:23])=[CH:12][C:13]([CH2:15][F:16])([CH2:17][F:18])[O:14]2. The reactants are [OH-].[K+] (potassium hydroxide), [K] (potassium), ClC=1C(=C(C(=O)O)C(=C(C1Cl)Cl)Cl)C#N (3,4,5,6-tetrachloro-2-cyanobenzoic acid), S(=O)(=O)(OC)OC (dimethyl sulfate), resultant suspension. Run in C(C)C(=O)C (methyl ethyl ketone), O (water). Product: ClC=1C(=C(C(=O)OC)C(=C(C1Cl)Cl)Cl)C#N (methyl 3,4,5,6-tetrachloro-2-cyanobenzoate). RXN SMILES: [K].[Cl:2][C:3]1[C:4]([C:15]#[N:16])=[C:5]([C:9]([Cl:14])=[C:10]([Cl:13])[C:11]=1[Cl:12])[C:6]([OH:8])=[O:7].S(OC)(O[CH3:21])(=O)=O.[OH-].[K+]>C(C(C)=O)C.O>[Cl:2][C:3]1[C:4]([C:15]#[N:16])=[C:5]([C:9]([Cl:14])=[C:10]([Cl:13])[C:11]=1[Cl:12])[C:6]([O:8][CH3:21])=[O:7] |f:3.4,^1:0|. Procedure details: A reaction vessel containing 30 ml of water and 60 ml of methyl ethyl ketone is charged with 16.15 g of the dry potassium salt of 3,4,5,6-tetrachloro-2-cyanobenzoic acid. With stirring, the mixture is heated to 72°-74° C. and 9.45 g of dimethyl sulfate are added dropwise at the same temperature to the resultant suspension, while keeping the pH at 6-8 by the gradual addition of 30% potassium hydroxide solution. The reaction mixture is kept under reflux for 2 hours and the aqueous layer is then se...